From a dataset of the Open Reaction Database (ORD), a public repository of structured organic reaction records. describe an organic reaction: reactants, conditions, products, and yield Starting materials: C1CCOC1, Fc1cccc(F)n1, [H-], [Na+], O, CNC(=O)C(=NOC)c1ccccc1CO. The product is CNC(=O)C(=NOC)c1ccccc1COc1cccc(F)n1. As a reaction SMILES: [CH2:28]1[O:29][CH2:30][CH2:31][CH2:32]1.[F:19][c:20]1[n:21][c:22]([F:26])[cH:23][cH:24][cH:25]1.[H-:2].[Na+:1].[OH2:27].[OH:3][CH2:4][c:5]1[c:6]([C:11]([C:12](=[O:13])[NH:14][CH3:15])=[N:16][O:17][CH3:18])[cH:7][cH:8][cH:9][cH:10]1>>[O:3]([CH2:4][c:5]1[c:6]([C:11]([C:12](=[O:13])[NH:14][CH3:15])=[N:16][O:17][CH3:18])[cH:7][cH:8][cH:9][cH:10]1)[c:22]1[n:21][c:20]([F:19])[cH:25][cH:24][cH:23]1. The reactants are C(C)OC(=O)N1CC2(CC(C2)N2CCC(CC2)(C(=O)O)F)CC1 (1-[6-(ethoxycarbonyl)-6-azaspiro[3.4]oct-2-yl]-4-fluoropiperidine-4-carboxylic acid), Cl.CC1(CCC1)N ((1-methylcyclobutyl)amine hydrochloride), CCN(C(C)C)C(C)C (DIPEA). Product: FC1(CCN(CC1)C1CC2(C1)CN(CC2)C(=O)OCC)C(NC2(CCC2)C)=O (ethyl 2-{4-fluoro-4-[(1-methylcyclobutyl)carbamoyl]piperidin-1-yl}-6-azaspiro[3.4]octane-6-carboxylate). Procedure: Crude 1-[6-(ethoxycarbonyl)-6-azaspiro[3.4]oct-2-yl]-4-fluoropiperidine-4-carboxylic acid was suspended in thionyl chloride (3 mL) and the reaction was stirred at 90° C. for 2 h. The reaction mixture was cooled to rt and concentrated in vacuo. The residue was dissolved in DCM (5 mL) and (1-methylcyclobutyl)amine hydrochloride (0.196 g, 1.62 mmol) and DIPEA (0.523 g, 0.71 mL, 4.05 mmol) were added, the reaction mixture was stirred overnight at rt. The reaction mixture was partitioned between DCM ... RXN SMILES: [CH2:1]([O:3][C:4]([N:6]1[CH2:23][CH2:22][C:8]2([CH2:11][CH:10]([N:12]3[CH2:17][CH2:16][C:15]([F:21])([C:18](O)=[O:19])[CH2:14][CH2:13]3)[CH2:9]2)[CH2:7]1)=[O:5])[CH3:2].Cl.[CH3:25][C:26]1([NH2:30])[CH2:29][CH2:28][CH2:27]1.CCN(C(C)C)C(C)C>S(Cl)(Cl)=O>[F:21][C:15]1([C:18](=[O:19])[NH:30][C:26]2([CH3:25])[CH2:29][CH2:28][CH2:27]2)[CH2:16][CH2:17][N:12]([CH:10]2[CH2:11][C:8]3([CH2:22][CH2:23][N:6]([C:4]([O:3][CH2:1][CH3:2])=[O:5])[CH2:7]3)[CH2:9]2)[CH2:13][CH2:14]1 |f:1.2|. Run at temperature 90 celsius, time 2 hour. Yield: 28.0%. The solvent is S(=O)(Cl)Cl (thionyl chloride). Reactants: COC(N(C)C)OC (N,N-dimethylformamide dimethylacetal), NC1CCN(CC1)C1=C(C=C(C=C1)N1C(O[C@H](C1)CNC(C)=O)=O)F ((S)-N-{3-[4-(4-amino-piperidin-1-yl)-3-fluoro-phenyl]-2-oxo-oxazolidin-5-ylmethyl}-acetamide). Solvent: C1(=CC=CC=C1)C (toluene). Product: CN(C)C=NC1CCN(CC1)C1=C(C=C(C=C1)N1C(O[C@H](C1)CNC(C)=O)=O)F ((S)-N-{3-[4-(4-dimethylaminomethyleneamino-piperidin-1-yl)-3-fluoro-phenyl]-2-oxo-oxazolidin-5-ylmethyl}-acetamide). Yield: 84.0%. Reaction SMILES: CO[CH:3](OC)[N:4]([CH3:6])[CH3:5].[NH2:9][CH:10]1[CH2:15][CH2:14][N:13]([C:16]2[CH:21]=[CH:20][C:19]([N:22]3[CH2:26][C@H:25]([CH2:27][NH:28][C:29](=[O:31])[CH3:30])[O:24][C:23]3=[O:32])=[CH:18][C:17]=2[F:33])[CH2:12][CH2:11]1>C1(C)C=CC=CC=1>[CH3:3][N:4]([CH:6]=[N:9][CH:10]1[CH2:11][CH2:12][N:13]([C:16]2[CH:21]=[CH:20][C:19]([N:22]3[CH2:26][C@H:25]([CH2:27][NH:28][C:29](=[O:31])[CH3:30])[O:24][C:23]3=[O:32])=[CH:18][C:17]=2[F:33])[CH2:14][CH2:15]1)[CH3:5]. Reported procedure: N,N-dimethylformamide dimethylacetal (0.8 ml) and 1.0 g of the (S)-N-{3-[4-(4-amino-piperidin-1-yl)-3-fluoro-phenyl]-2-oxo-oxazolidin-5-ylmethyl}-acetamide (Compound No. 6) which was synthesized in Example 4 were added to toluene (10 ml) and the mixture was heated under reflux for 24 h. The reaction mixture was cooled to room temperature and concentrated under vacuum. The residue was washed with hexane to remove excess dimethylacetal. The resulting precipitate was suspended in dichloromethane an...